Task: describe an organic reaction: reactants, conditions, products, and yield. Dataset: the Open Reaction Database (ORD), a public repository of structured organic reaction records Reactants: S(=O)([O-])[O-].[Na+].[Na+] (Sodium sulphite), BrCC1CN(CCC1)C(=O)OCC1=CC=CC=C1 (benzyl 3-(bromomethyl)-1-piperidinecarboxylate). The solvent is O (water), O1CCOCC1 (dioxan). Yields the product C(C1=CC=CC=C1)OC(=O)N1CC(CCC1)CS(=O)(=O)O (1-[(benzyloxy)carbonyl]-3-piperidylmethanesulfonic acid), solid. RXN SMILES: [S:1]([O-:4])([O-:3])=[O:2].[Na+].[Na+].Br[CH2:8][CH:9]1[CH2:14][CH2:13][CH2:12][N:11]([C:15]([O:17][CH2:18][C:19]2[CH:24]=[CH:23][CH:22]=[CH:21][CH:20]=2)=[O:16])[CH2:10]1>O.O1CCOCC1>[CH2:18]([O:17][C:15]([N:11]1[CH2:12][CH2:13][CH2:14][CH:9]([CH2:8][S:1]([OH:4])(=[O:3])=[O:2])[CH2:10]1)=[O:16])[C:19]1[CH:20]=[CH:21][CH:22]=[CH:23][CH:24]=1 |f:0.1.2|. Procedure: Sodium sulphite (12.6 g) in water (25 ml) was added to a stirred solution of benzyl 3-(bromomethyl)-1-piperidinecarboxylate (7.8 g) [Preparation 60] in dioxan (25 ml). The reaction mixture was stirred at reflux for 18 hrs, after which time the solvent was removed under reduced pressure and the residue partitioned between ethyl acetate and water. The aqueous solution was separated and acidified with 2N aqueous hydrochloric acid. The product was then extracted with ethyl acetate, dried over magnes... The reactants are ClC=1C(=NC=C(C1)C(F)(F)F)OC=1C=NC(=CC1)C(F)(F)C1(OC1)C1=C(C=C(C=C1)F)F (3-chloro-2-((6-((2-(2,4-difluorophenyl)oxiran-2-yl)difluoromethyl)pyridin-3-yl)oxy)-5-(trifluoromethyl)pyridine), N1N=NN=C1 (1H-tetrazole), C([O-])([O-])=O.[K+].[K+] (potassium carbonate). The solvent is ice, C(Cl)Cl (DCM), CS(=O)C (DMSO). Conditions: temperature 60 celsius, time 8 hour. The product is ClC=1C(=NC=C(C1)C(F)(F)F)OC=1C=CC(=NC1)C(C(CN1N=NN=C1)(O)C1=C(C=C(C=C1)F)F)(F)F (1-(5-((3-chloro-5-(trifluoromethyl)pyridin-2-yl)oxy)pyridin-2-yl)-2-(2,4-difluorophenyl)-1,1-difluoro-3-(1H-tetrazol-1-yl)propan-2-ol). RXN SMILES: [Cl:1][C:2]1[C:3]([O:12][C:13]2[CH:14]=[N:15][C:16]([C:19]([C:22]3([C:25]4[CH:30]=[CH:29][C:28]([F:31])=[CH:27][C:26]=4[F:32])[CH2:24][O:23]3)([F:21])[F:20])=[CH:17][CH:18]=2)=[N:4][CH:5]=[C:6]([C:8]([F:11])([F:10])[F:9])[CH:7]=1.[NH:33]1[CH:37]=[N:36][N:35]=[N:34]1.C(=O)([O-])[O-].[K+].[K+]>CS(C)=O.C(Cl)Cl>[Cl:1][C:2]1[C:3]([O:12][C:13]2[CH:18]=[CH:17][C:16]([C:19]([F:21])([F:20])[C:22]([C:25]3[CH:30]=[CH:29][C:28]([F:31])=[CH:27][C:26]=3[F:32])([OH:23])[CH2:24][N:33]3[CH:37]=[N:36][N:35]=[N:34]3)=[N:15][CH:14]=2)=[N:4][CH:5]=[C:6]([C:8]([F:11])([F:10])[F:9])[CH:7]=1 |f:2.3.4|. Reported procedure: To a magnetically stirred mixture of 3-chloro-2-((6-((2-(2,4-difluorophenyl)oxiran-2-yl)difluoromethyl)pyridin-3-yl)oxy)-5-(trifluoromethyl)pyridine (U) (356 mg, 0.744 mmol) and 1H-tetrazole (62.5 mg, 0.892 mmol) in dry DMSO (3.718 mL) was added potassium carbonate (206 mg, 1.487 mmol) in a dry 25 mL vial under N2 atmosphere. The reaction mixture was stirred at 60° C. overnight, cooled to RT and diluted with ice-cold water/2N HCl and DCM and the layers were separated on a Phase Separator. The aq... The product is CCCC[Si](CCCC)(CCCC)C(F)(F)F. RXN SMILES: [Br:18][C:19]([F:20])([F:21])[F:22].[CH2:23]([N:24]([CH2:25][CH3:26])[P:27]([N:28]([CH2:29][CH3:30])[CH2:31][CH3:32])[N:33]([CH2:34][CH3:35])[CH2:36][CH3:37])[CH3:38].[CH3:39][C:40](=[O:41])[CH3:42].[Cl:15][CH2:16][Cl:17].[Cl:1][Si:2]([CH2:3][CH2:4][CH2:5][CH3:6])([CH2:7][CH2:8][CH2:9][CH3:10])[CH2:11][CH2:12][CH2:13][CH3:14]>>[Si:2]([CH2:3][CH2:4][CH2:5][CH3:6])([CH2:7][CH2:8][CH2:9][CH3:10])([CH2:11][CH2:12][CH2:13][CH3:14])[C:19]([F:20])([F:21])[F:22]. Reactants: FC(F)(F)Br, CCN(CC)P(N(CC)CC)N(CC)CC, CC(C)=O, ClCCl, CCCC[Si](Cl)(CCCC)CCCC.